This data is from the Open Reaction Database (ORD), a public repository of structured organic reaction records. The task is: describe an organic reaction: reactants, conditions, products, and yield Starting materials: CCOC(=O)C1CCCN(c2ccc([N+](=O)[O-])c(NCc3ccccc3)c2)C1, C1CCOC1, [Li+], [OH-], O. Yields the product O=C(O)C1CCCN(c2ccc([N+](=O)[O-])c(NCc3ccccc3)c2)C1. As a reaction SMILES: [CH2:1]([CH3:2])[O:3][C:4](=[O:5])[CH:6]1[CH2:7][N:8]([c:12]2[cH:13][c:14]([NH:21][CH2:22][c:23]3[cH:24][cH:25][cH:26][cH:27][cH:28]3)[c:15]([N+:18](=[O:19])[O-:20])[cH:16][cH:17]2)[CH2:9][CH2:10][CH2:11]1.[CH2:31]1[O:32][CH2:33][CH2:34][CH2:35]1.[Li+:29].[OH-:30].[OH2:36]>>[O:3]=[C:4]([OH:5])[CH:6]1[CH2:7][N:8]([c:12]2[cH:13][c:14]([NH:21][CH2:22][c:23]3[cH:24][cH:25][cH:26][cH:27][cH:28]3)[c:15]([N+:18](=[O:19])[O-:20])[cH:16][cH:17]2)[CH2:9][CH2:10][CH2:11]1. The reactants are Cl (HCl), ClC=1C=C(C(=C(C1)C(C)=O)OC)OC (1-(5-chloro-2,3-dimethoxy-phenyl)-ethanone), C(C)(=O)[O-].[NH4+] (ammonium acetate), C(#N)[BH3-].[Na+] (sodium cyanoborohydride). The solvent is CO (methanol). Conditions: time 36 hour. The product is ClC=1C=C(C(=C(C1)C(C)N)OC)OC (1-(5-chloro-2,3-dimethoxy-phenyl)-ethyl amine). Isolated yield 56.2%. RXN SMILES: [Cl:1][C:2]1[CH:3]=[C:4]([O:13][CH3:14])[C:5]([O:11][CH3:12])=[C:6]([C:8](=O)[CH3:9])[CH:7]=1.C([O-])(=O)C.[NH4+].C([BH3-])#[N:21].[Na+].Cl>CO>[Cl:1][C:2]1[CH:3]=[C:4]([O:13][CH3:14])[C:5]([O:11][CH3:12])=[C:6]([CH:8]([NH2:21])[CH3:9])[CH:7]=1 |f:1.2,3.4|. Procedure details: To a stirred solution of 1-(5-chloro-2,3-dimethoxy-phenyl)-ethanone (3.6 g, 16.8 mmol) and ammonium acetate (12.9 g, 168 mmol) in absolute methanol (50 mL) was added sodium cyanoborohydride (0.738 g, 11.8 mmol) in one portion. The resulting solution was stirred at room temperature for 36 h. Concentrated HCl was added until pH<2. The methanol was then evaporated, and the resulting white residue was dissolved in H2O (50 mL) and washed with diethyl ether (2×50 mL). The aqueous phase was then basifi... Starting materials: [Cl-].[Li+] (lithium chloride), C1OC2(CC3=CC[C@H]4[C@@H]5CCC([C@@]5(C)C[C@@H]([C@@H]4[C@H]3CC2)C2=CC=C(C=C2)OS(=O)(=O)C(F)(F)F)=O)OC1 (3,3-(ethylenedioxy)-11β-(4-trifluoromethylsulfonyloxyphenyl)-5-estren-17-one), CN(C=O)C (dimethylformamide), C(CCC)C(=C(CCCC)CCCC)[Sn] (tributylvinyltin). Reagents/catalysts: C=1C=CC(=CC1)[P](C=2C=CC=CC2)(C=3C=CC=CC3)[Pd]([P](C=4C=CC=CC4)(C=5C=CC=CC5)C=6C=CC=CC6)([P](C=7C=CC=CC7)(C=8C=CC=CC8)C=9C=CC=CC9)[P](C=1C=CC=CC1)(C=1C=CC=CC1)C=1C=CC=CC1 (tetrakistriphenylphosphinepalladium). Run in C(C)(=O)OCC (ethyl acetate). The product is C1OC2(CC3=CC[C@H]4[C@@H]5CCC([C@@]5(C)C[C@@H]([C@@H]4[C@H]3CC2)C2=CC=C(C=C2)C=C)=O)OC1 (3,3-(ethylenedioxy)-11β-(4-vinylphenyl)-5-estren-17-one). Reaction SMILES: [CH2:1]1[CH2:37][O:36][C:3]2([CH2:20][CH2:19][C@H:18]3[C:5](=[CH:6][CH2:7][C@@H:8]4[C@@H:17]3[C@@H:16]([C:21]3C=CC(OS(C(F)(F)F)(=O)=O)=CC=3)[CH2:15][C@@:13]3([CH3:14])[C@H:9]4[CH2:10][CH2:11][C:12]3=[O:35])[CH2:4]2)[O:2]1.[Cl-].[Li+].[CH2:40]([C:44]([Sn])=[C:45]([CH2:50]CCC)[CH2:46][CH2:47]CC)CCC.[CH3:55]N(C)C=O>C(OCC)(=O)C.C1C=CC([P]([Pd]([P](C2C=CC=CC=2)(C2C=CC=CC=2)C2C=CC=CC=2)([P](C2C=CC=CC=2)(C2C=CC=CC=2)C2C=CC=CC=2)[P](C2C=CC=CC=2)(C2C=CC=CC=2)C2C=CC=CC=2)(C2C=CC=CC=2)C2C=CC=CC=2)=CC=1>[CH2:37]1[CH2:1][O:2][C:3]2([CH2:20][CH2:19][C@H:18]3[C:5](=[CH:55][CH2:21][C@@H:16]4[C@@H:17]3[C@@H:8]([C:7]3[CH:6]=[CH:50][C:45]([CH:46]=[CH2:47])=[CH:44][CH:40]=3)[CH2:9][C@@:13]3([CH3:14])[C@H:15]4[CH2:10][CH2:11][C:12]3=[O:35])[CH2:4]2)[O:36]1 |f:1.2,^1:41,69,71,90,109|. Procedure: 1.7 g of 3,3-(ethylenedioxy)-11β-(4-trifluoromethylsulfonyloxyphenyl)-5-estren-17-one is dissolved in 25 ml of absolute dimethylformamide and mixed with 270 mg of lithium chloride and 190 mg of tetrakistriphenylphosphinepalladium. After five more minutes of stirring, the reaction mixture is mixed with 1.15 ml of tributylvinyltin, stirred for 1 hour at 110° C. under protective gas, cooled to room temperature and diluted with ethyl acetate. After filtration on Celite and washing of the filter resi... Starting materials: COC1=CC=C(C2=NC3=CC=CC=C3C(=C12)OS(=O)(=O)C(F)(F)F)OC (1,4-dimethoxy-9-trifluoromethylsulfonyloxyacridine), C(C)(C)N(C(C)C)CC (N,N-diisopropylethylamine), C[Si](C)(C)C#C (trimethylsilylacetylene). The reagents and catalysts are [Pd].C1(=CC=CC=C1)P(C1=CC=CC=C1)C1=CC=CC=C1.C1(=CC=CC=C1)P(C1=CC=CC=C1)C1=CC=CC=C1.C1(=CC=CC=C1)P(C1=CC=CC=C1)C1=CC=CC=C1.C1(=CC=CC=C1)P(C1=CC=CC=C1)C1=CC=CC=C1 (tetrakis(triphenylphosphine) palladium (0)). Solvent: O1CCCC1 (tetrahydrofuran). Product: COC1=CC=C(C2=NC3=CC=CC=C3C(=C12)C#C[Si](C)(C)C)OC (1,4-Dimethoxy-9-trimethylsilylethynylacridine). The yield is 96.2%. RXN SMILES: [CH3:1][O:2][C:3]1[C:16]2[C:7](=[N:8][C:9]3[C:14]([C:15]=2OS(C(F)(F)F)(=O)=O)=[CH:13][CH:12]=[CH:11][CH:10]=3)[C:6]([O:25][CH3:26])=[CH:5][CH:4]=1.C(N(CC)C(C)C)(C)C.[CH3:36][Si:37]([C:40]#[CH:41])([CH3:39])[CH3:38]>O1CCCC1.[Pd].C1(P(C2C=CC=CC=2)C2C=CC=CC=2)C=CC=CC=1.C1(P(C2C=CC=CC=2)C2C=CC=CC=2)C=CC=CC=1.C1(P(C2C=CC=CC=2)C2C=CC=CC=2)C=CC=CC=1.C1(P(C2C=CC=CC=2)C2C=CC=CC=2)C=CC=CC=1>[CH3:1][O:2][C:3]1[C:16]2[C:7](=[N:8][C:9]3[C:14]([C:15]=2[C:41]#[C:40][Si:37]([CH3:39])([CH3:38])[CH3:36])=[CH:13][CH:12]=[CH:11][CH:10]=3)[C:6]([O:25][CH3:26])=[CH:5][CH:4]=1 |f:4.5.6.7.8|. Reported procedure: To a solution of 1,4-dimethoxy-9-trifluoromethylsulfonyloxyacridine (prepared as described in Preparation 1 above) (1.2 g, 3.1 mmol) in dry tetrahydrofuran (10 ml) under N2 were successively added tetrakis(triphenylphosphine) palladium (0), (0.3 g, 0.3 mmol), N,N-diisopropylethylamine (1.6 ml, 9.3 mmol) and trimethylsilylacetylene (1.3 ml, 9.3 mmol). The mixture was stirred at reflux for 5 h. After this time the solvent was evaporated and the residue was dissolved in CH2Cl2 and washed with water...